Dataset: the Open Reaction Database (ORD), a public repository of structured organic reaction records. Task: describe an organic reaction: reactants, conditions, products, and yield The reactants are CCC(Cc1ccc(OCCNC(=O)c2ccc(-c3ccc([N+](=O)[O-])cn3)cc2)cc1)(Oc1ccc(C(C)C)cc1)C(=O)O, CCOC(=O)C(Cc1ccc(OCCNC(=O)c2ccc(-c3ccc([N+](=O)[O-])cn3)cc2)cc1)Oc1ccc(C(C)C)cc1, [Na+], [OH-]. Yields the product CC(C)c1ccc(OC(Cc2ccc(OCCNC(=O)c3ccc(-c4ccc([N+](=O)[O-])cn4)cc3)cc2)C(=O)O)cc1. As a reaction SMILES: [CH2:45]([C:46]([O:47][c:48]1[cH:49][cH:50][c:51]([CH:52]([CH3:53])[CH3:54])[cH:55][cH:56]1)([CH2:57][c:58]1[cH:59][cH:60][c:61]([O:62][CH2:63][CH2:64][NH:65][C:66](=[O:67])[c:68]2[cH:69][cH:70][c:71](-[c:72]3[n:73][cH:74][c:75]([N+:76]([O-:77])=[O:78])[cH:79][cH:80]3)[cH:81][cH:82]2)[cH:83][cH:84]1)[C:85]([OH:86])=[O:87])[CH3:88].[CH:1]([CH3:2])([CH3:3])[c:4]1[cH:5][cH:6][c:7]([O:8][CH:9]([C:10](=[O:11])[O:12][CH2:13][CH3:14])[CH2:15][c:16]2[cH:17][cH:18][c:19]([O:22][CH2:23][CH2:24][NH:25][C:26]([c:27]3[cH:28][cH:29][c:30](-[c:33]4[cH:34][cH:35][c:36]([N+:39](=[O:40])[O-:41])[cH:37][n:38]4)[cH:31][cH:32]3)=[O:42])[cH:20][cH:21]2)[cH:43][cH:44]1.[Na+:90].[OH-:89]>>[CH:1]([CH3:2])([CH3:3])[c:4]1[cH:5][cH:6][c:7]([O:8][CH:9]([C:10](=[O:11])[OH:12])[CH2:15][c:16]2[cH:17][cH:18][c:19]([O:22][CH2:23][CH2:24][NH:25][C:26]([c:27]3[cH:28][cH:29][c:30](-[c:33]4[cH:34][cH:35][c:36]([N+:39](=[O:40])[O-:41])[cH:37][n:38]4)[cH:31][cH:32]3)=[O:42])[cH:20][cH:21]2)[cH:43][cH:44]1. Starting materials: ClC=1[C@H](CCCC1)N ((S)-2-chloro-cyclohex-2-enylamine), C1(C=2C(C(N1N[C@@H](CC1=CC=CC=C1)C(=O)O)=O)=CC=CC2)=O (phthalimido-L-phenyalanine). Yields the product C1(=CC=CC=C1)CCC(=O)N (3-phenyl-propionamide). As a reaction SMILES: Cl[C:2]1[C@@H:3](N)[CH2:4][CH2:5][CH2:6][CH:7]=1.C1(=O)[N:13](N[C@H](C(O)=O)CC2C=CC=CC=2)[C:12](=[O:26])[C:11]2=CC=CC=[C:10]12>>[C:2]1([CH2:10][CH2:11][C:12]([NH2:13])=[O:26])[CH:3]=[CH:4][CH:5]=[CH:6][CH:7]=1. Procedure: reacting (S)-2-chloro-cyclohex-2-enylamine with phthalimido-L-phenyalanine derivative to give (S)-N-(2-chloro-cyclohex-2-enyl)-2- 2(S)-1,3-dihydro-1,3-dioxo-isoindol-2-yl)-3-phenyl-propionamide; The reactants are C(C)(C)(C)N1CC(C1)([N+](=O)[O-])[N+](=O)[O-] (1-tertiarybutyl-3,3-dinitroazetidine), CC(C)=C (isobutylene), [N+](=O)([O-])N1CC(C1)([N+](=O)[O-])[N+](=O)[O-] (1,3,3-trinitroazetidine), C(C)(C)(C)N1CC(C1)([N+](=O)[O-])[N+](=O)[O-] (1-tertiarybutyl-3,3-dinitroazetidine), ClC(=O)OCC1=CC=CC=C1 (benzyl chloroformate). Run in C(Cl)(Cl)Cl (chloroform). Yields the product Cl.C(C)(C)(C)N1CC(C1)([N+](=O)[O-])[N+](=O)[O-] (1-tertiarybutyl-3,3-dinitroazetidine hydrochloride). The yield is 27.0%. As a reaction SMILES: [C:1]([N:5]1[CH2:8][C:7]([N+:12]([O-:14])=[O:13])([N+:9]([O-:11])=[O:10])[CH2:6]1)([CH3:4])([CH3:3])[CH3:2].[N+](N1CC([N+]([O-])=O)([N+]([O-])=O)C1)([O-])=O.[Cl:28]C(OCC1C=CC=CC=1)=O.CC(=C)C>C(Cl)(Cl)Cl>[ClH:28].[C:1]([N:5]1[CH2:6][C:7]([N+:12]([O-:14])=[O:13])([N+:9]([O-:11])=[O:10])[CH2:8]1)([CH3:4])([CH3:2])[CH3:3] |f:5.6|. Procedure: The resultant compound of example 4 was converted to 1,3,3-trinitroazetidine as follows. To 1-tertiarybutyl-3,3-dinitroazetidine (20 g, 0.099 mole) in 25 ml of chloroform was added benzyl chloroformate (9.24 g, 0.054 mole). The mixture was stirred under reflux for 24 hours during which time isobutylene was generated and a white precipitate was formed. The mixture was allowed to cool and was the precipitate was separated by filtration. The filter cake was washed with methylene chloride, air dried...